From a dataset of the Open Reaction Database (ORD), a public repository of structured organic reaction records. describe an organic reaction: reactants, conditions, products, and yield Starting materials: CCOC(=O)C(C)=Cc1ccc(CCc2cccc3cncn23)cc1, [Na+], [OH-]. The product is CC(=Cc1ccc(CCc2cccc3cncn23)cc1)C(=O)O. Reaction SMILES: [CH2:1]([CH3:2])[O:3][C:4](=[O:5])[C:6](=[CH:7][c:8]1[cH:9][cH:10][c:11]([CH2:12][CH2:13][c:14]2[cH:15][cH:16][cH:17][c:18]3[n:19]2[cH:20][n:21][cH:22]3)[cH:23][cH:24]1)[CH3:25].[Na+:27].[OH-:26]>>[O:3]=[C:4]([OH:5])[C:6](=[CH:7][c:8]1[cH:9][cH:10][c:11]([CH2:12][CH2:13][c:14]2[cH:15][cH:16][cH:17][c:18]3[n:19]2[cH:20][n:21][cH:22]3)[cH:23][cH:24]1)[CH3:25]. Reactants: Cc1cccc(CBr)n1, Oc1ccc2c(c1)C(O)C(Cc1ccccc1)CO2. The product is Cc1cccc(COc2ccc3c(c2)C(O)C(Cc2ccccc2)CO3)n1. As a reaction SMILES: [Br:20][CH2:21][c:22]1[n:23][c:24]([CH3:28])[cH:25][cH:26][cH:27]1.[CH2:1]([c:2]1[cH:3][cH:4][cH:5][cH:6][cH:7]1)[CH:8]1[CH2:9][O:10][c:11]2[cH:12][cH:13][c:14]([OH:19])[cH:15][c:16]2[CH:17]1[OH:18]>>[CH2:1]([c:2]1[cH:3][cH:4][cH:5][cH:6][cH:7]1)[CH:8]1[CH2:9][O:10][c:11]2[cH:12][cH:13][c:14]([O:19][CH2:21][c:22]3[n:23][c:24]([CH3:28])[cH:25][cH:26][cH:27]3)[cH:15][c:16]2[CH:17]1[OH:18]. RXN SMILES: [CH2:1]([C@H:4]1[CH2:9][CH2:8][C@H:7]([CH2:10][CH2:11][C:12]2[C:17]([F:18])=[CH:16][CH:15]=[CH:14][C:13]=2[C:19]2[CH:24]=[C:23]([F:25])[CH:22]=[C:21]([F:26])[CH:20]=2)[CH2:6][CH2:5]1)[CH2:2][CH3:3].CN(CCN(C)C)C.[Li]CCCC.[Cl:40]N1C(=O)CCC1=O>C1COCC1.C(OCC)C.O>[CH2:1]([C@H:4]1[CH2:9][CH2:8][C@H:7]([CH2:10][CH2:11][C:12]2[C:17]([F:18])=[CH:16][CH:15]=[CH:14][C:13]=2[C:19]2[CH:20]=[C:21]([F:26])[C:22]([Cl:40])=[C:23]([F:25])[CH:24]=2)[CH2:6][CH2:5]1)[CH2:2][CH3:3]. Procedure details: A solution of 0.1 m of 1-(trans-4-n-propylcyclohexyl)-2-(3,3′,5′-trifluorobiphenylyl)ethane and 0.1 m of TMEDA in 300 ml of THF is treated dropwise at about −65° with 0.1 m of n-BuLi (1.5 M in hexane). The mixture is stirred at this temperature for a further 30 minutes, and 0.2 m of N-chlorosuccinimide in 70 ml of THF is then slowly added. When the addition is complete, the mixture is allowed to warm to −20° and is hydrolyzed using H2O. The product is dissolved completely by adding diethyl ether... Reaction conditions: time 30 minute. Starting materials: ClN1C(CCC1=O)=O (N-chlorosuccinimide), C(CC)[C@@H]1CC[C@H](CC1)CCC1=C(C=CC=C1F)C1=CC(=CC(=C1)F)F (1-(trans-4-n-propylcyclohexyl)-2-(3,3′,5′-trifluorobiphenylyl)ethane), CN(C)CCN(C)C (TMEDA), [Li]CCCC (n-BuLi). The solvent is C1CCOC1 (THF), O (H2O), C(C)OCC (diethyl ether), C1CCOC1 (THF). The product is C(CC)[C@@H]1CC[C@H](CC1)CCC1=C(C=CC=C1F)C1=CC(=C(C(=C1)F)Cl)F (1-(trans-4-n-propylcyclohexyl)-2-(4′-chloro-3,3′,5′-trifluorobiphenylyl)ethane). The product is CC(=O)OC1CCC(C(=O)NCc2cc(C(F)(F)F)ccc2O)(C(C)OC(C)=O)C1. Starting materials: CC(=O)OC1CCC(C(=O)NCc2cc(C(F)(F)F)ccc2OC(C)(C)C)(C(C)OC(C)=O)C1, Cl, C1COCCO1. RXN SMILES: [C:1]([CH3:2])(=[O:3])[O:4][CH:5]([CH3:6])[C:7]1([C:16](=[O:17])[NH:18][CH2:19][c:20]2[c:21]([O:30][C:31]([CH3:32])([CH3:33])[CH3:34])[cH:22][cH:23][c:24]([C:26]([F:27])([F:28])[F:29])[cH:25]2)[CH2:8][CH:9]([O:12][C:13]([CH3:14])=[O:15])[CH2:10][CH2:11]1.[ClH:35].[O:36]1[CH2:37][CH2:38][O:39][CH2:40][CH2:41]1>>[C:1]([CH3:2])(=[O:3])[O:4][CH:5]([CH3:6])[C:7]1([C:16](=[O:17])[NH:18][CH2:19][c:20]2[c:21]([OH:30])[cH:22][cH:23][c:24]([C:26]([F:27])([F:28])[F:29])[cH:25]2)[CH2:8][CH:9]([O:12][C:13]([CH3:14])=[O:15])[CH2:10][CH2:11]1. Reactants: N1CC(CC2=CC=CC=C12)NC(OC(C)(C)C)=O (tert-butyl 1,2,3,4-tetrahydroquinolin-3-ylcarbamate), FC1=C(C=O)C=CC(=C1)F (2,4-difluorobenzaldehyde), C(C)(=O)O[BH-](OC(C)=O)OC(C)=O.C[N+](C)(C)C (tetramethylammonium triacetoxyborohydride). Solvent: ClCCCl (1,2-dichloroethane). Reaction conditions: temperature 50 celsius, time 20 hour. Yields the product FC1=C(CN2CC(CC3=CC=CC=C23)NC(OC(C)(C)C)=O)C=CC(=C1)F (tert-butyl 1-(2,4-difluorobenzyl)-1,2,3,4-tetrahydroquinolin-3-ylcarbamate). Yield: 97.5%. As a reaction SMILES: [NH:1]1[C:10]2[C:5](=[CH:6][CH:7]=[CH:8][CH:9]=2)[CH2:4][CH:3]([NH:11][C:12](=[O:18])[O:13][C:14]([CH3:17])([CH3:16])[CH3:15])[CH2:2]1.[F:19][C:20]1[CH:27]=[C:26]([F:28])[CH:25]=[CH:24][C:21]=1[CH:22]=O.C(O[BH-](OC(=O)C)OC(=O)C)(=O)C.C[N+](C)(C)C>ClCCCl>[F:19][C:20]1[CH:27]=[C:26]([F:28])[CH:25]=[CH:24][C:21]=1[CH2:22][N:1]1[C:10]2[C:5](=[CH:6][CH:7]=[CH:8][CH:9]=2)[CH2:4][CH:3]([NH:11][C:12](=[O:18])[O:13][C:14]([CH3:15])([CH3:17])[CH3:16])[CH2:2]1 |f:2.3|. Reported procedure: To a solution of tert-butyl 1,2,3,4-tetrahydroquinolin-3-ylcarbamate (248 mg, 1.0 mmol) and 2,4-difluorobenzaldehyde (300 mg, 2.11 mmol) in 1,2-dichloroethane (10 mL) was added tetramethylammonium triacetoxyborohydride (0.6 g, 2.0 mmol). The mixture was stirred at 50° C. for 20 hours. The mixture was quenched by addition of saturated Rochelle's salt (10 mL) and extracted with dichloromethane (3×10 mL). The combined organic layers were washed with water (2×10 mL), dried over anhydrous sodium sulf... The product is CCc1cc(-c2ccc(S(=O)(=O)N3CCCC3CNc3ccccc3)s2)c(C)[nH]c1=O, Cl. The reactants are CCc1cc(-c2ccc(S(=O)(=O)Cl)s2)c(C)[nH]c1=O, c1ccc(NCC2CCCN2)cc1. RXN SMILES: [CH2:1]([CH3:2])[c:3]1[cH:4][c:5](-[c:11]2[cH:12][cH:13][c:14]([S:16](=[O:17])(=[O:18])[Cl:19])[s:15]2)[c:6]([CH3:10])[nH:7][c:8]1=[O:9].[c:20]1([NH:26][CH2:27][CH:28]2[NH:29][CH2:30][CH2:31][CH2:32]2)[cH:21][cH:22][cH:23][cH:24][cH:25]1>>[CH2:1]([CH3:2])[c:3]1[cH:4][c:5](-[c:11]2[cH:12][cH:13][c:14]([S:16](=[O:17])(=[O:18])[N:29]3[CH:28]([CH2:27][NH:26][c:20]4[cH:21][cH:22][cH:23][cH:24][cH:25]4)[CH2:32][CH2:31][CH2:30]3)[s:15]2)[c:6]([CH3:10])[nH:7][c:8]1=[O:9].[ClH:19]. The reactants are Cc1ccc2c(c1)C(C)(C)CC(c1cccc(N)c1)N2, ClCCl, O=S(=O)(Cl)c1ccccc1, c1ccncc1. Product: Cc1ccc2c(c1)C(C)(C)CC(c1cccc(NS(=O)(=O)c3ccccc3)c1)N2. As a reaction SMILES: [CH3:1][C:2]1([CH3:20])[CH2:3][CH:4]([c:13]2[cH:14][c:15]([NH2:19])[cH:16][cH:17][cH:18]2)[NH:5][c:6]2[cH:7][cH:8][c:9]([CH3:12])[cH:10][c:11]21.[Cl:37][CH2:38][Cl:39].[c:27]1([S:33](=[O:34])(=[O:35])[Cl:36])[cH:28][cH:29][cH:30][cH:31][cH:32]1.[cH:21]1[cH:22][cH:23][n:24][cH:25][cH:26]1>>[CH3:1][C:2]1([CH3:20])[CH2:3][CH:4]([c:13]2[cH:14][c:15]([NH:19][S:33]([c:27]3[cH:28][cH:29][cH:30][cH:31][cH:32]3)(=[O:34])=[O:35])[cH:16][cH:17][cH:18]2)[NH:5][c:6]2[cH:7][cH:8][c:9]([CH3:12])[cH:10][c:11]21. The reactants are CC1(OC(OC1(C)C)C1=CC=C2CNC(C2=C1)=O)C (6-(4,4,5,5-Tetramethyl-1,3-dioxolan-2-yl)isoindolin-1-one), C([O-])([O-])=O.[Na+].[Na+] (sodium carbonate), BrC1=NC(=CC2=CC=CC=C12)NC(=O)C1(CC1)C1=CC2=C(OC(O2)(F)F)C=C1 (N-(1-Bromoisoquinolin-3-yl)-1-(2,2-difluorobenzo[d][1,3]dioxol-5-yl)cyclopropanecarboxamide). The reagents and catalysts are C=1C=CC(=CC1)[P](C=2C=CC=CC2)(C=3C=CC=CC3)[Pd]([P](C=4C=CC=CC4)(C=5C=CC=CC5)C=6C=CC=CC6)([P](C=7C=CC=CC7)(C=8C=CC=CC8)C=9C=CC=CC9)[P](C=1C=CC=CC1)(C=1C=CC=CC1)C=1C=CC=CC1 (tetrakis(triphenylphosphine)palladium(0)). The solvent is COCCOC (1,2-dimethoxyethane). Conditions: temperature 120 celsius. Product: FC1(OC2=C(O1)C=CC(=C2)C2(CC2)C(=O)NC=2N=C(C1=CC=CC=C1C2)C=2C=C1C(NCC1=CC2)=O)F (1-(2,2-Difluorobenzo[d][1,3]dioxol-5-yl)-N-(1-(3-oxoisoindolin-5-yl)isoquinolin-3-yl)cyclopropanecarboxamide). Reaction SMILES: Br[C:2]1[C:11]2[C:6](=[CH:7][CH:8]=[CH:9][CH:10]=2)[CH:5]=[C:4]([NH:12][C:13]([C:15]2([C:18]3[CH:28]=[CH:27][C:21]4[O:22][C:23]([F:26])([F:25])[O:24][C:20]=4[CH:19]=3)[CH2:17][CH2:16]2)=[O:14])[N:3]=1.CC1(C)C(C)(C)OC([C:37]2[CH:45]=[C:44]3[C:40]([CH2:41][NH:42][C:43]3=[O:46])=[CH:39][CH:38]=2)O1.C(=O)([O-])[O-].[Na+].[Na+]>COCCOC.C1C=CC([P]([Pd]([P](C2C=CC=CC=2)(C2C=CC=CC=2)C2C=CC=CC=2)([P](C2C=CC=CC=2)(C2C=CC=CC=2)C2C=CC=CC=2)[P](C2C=CC=CC=2)(C2C=CC=CC=2)C2C=CC=CC=2)(C2C=CC=CC=2)C2C=CC=CC=2)=CC=1>[F:25][C:23]1([F:26])[O:22][C:21]2[CH:27]=[CH:28][C:18]([C:15]3([C:13]([NH:12][C:4]4[N:3]=[C:2]([C:37]5[CH:45]=[C:44]6[C:40](=[CH:39][CH:38]=5)[CH2:41][NH:42][C:43]6=[O:46])[C:11]5[C:6]([CH:5]=4)=[CH:7][CH:8]=[CH:9][CH:10]=5)=[O:14])[CH2:17][CH2:16]3)=[CH:19][C:20]=2[O:24]1 |f:2.3.4,^1:63,65,84,103|. Reported procedure: N-(1-Bromoisoquinolin-3-yl)-1-(2,2-difluorobenzo[d][1,3]dioxol-5-yl)cyclopropanecarboxamide (45 mg, 0.10 mmol) was dissolved in 1 mL of 1,2-dimethoxyethane in a reaction tube. 6-(4,4,5,5-Tetramethyl-1,3-dioxolan-2-yl)isoindolin-1-one (38 mg, 0.15 mmol), 0.1 mL of an aqueous 2 M sodium carbonate solution, and tetrakis(triphenylphosphine)palladium(0) (6.0 mg, 0.0050 mmol) were added and the reaction mixture was heated at 120° C. for ten minutes under microwave irradiation. The reaction mixture was... The reactants are OC1=CC=C(C=O)C=C1 (4-hydroxybenzaldehyde), morpholine enamine, C1(CCCC1)=O (cyclopentanone). The product is OC1=CC=C(\C=C/2\C(CCC2)=O)C=C1 (2-(E)-[(4-hydroxy) benzylidene] cyclopentanone). RXN SMILES: [OH:1][C:2]1[CH:9]=[CH:8][C:5]([CH:6]=O)=[CH:4][CH:3]=1.[C:10]1(=[O:15])[CH2:14][CH2:13][CH2:12][CH2:11]1>>[OH:1][C:2]1[CH:9]=[CH:8][C:5](/[CH:6]=[C:11]2/[C:10](=[O:15])[CH2:14][CH2:13][CH2:12]/2)=[CH:4][CH:3]=1. Procedure details: The procedure was similar to that in Example 4 by reacting 4-hydroxybenzaldehyde with the morpholine enamine of cyclopentanone to give 2-(E)-[(4-hydroxy) benzylidene] cyclopentanone. The melting point of this intermediate compound was determined to be 188°-190° C. A subsequent Mannich reaction yielded the 2-Dimethylaminomethyl-5-(E)-[(4-hydroxy) benzylidene] cyclopentanone hydrochloride. The melting point of the product was determined to be 174°-175° C. Reactants: COc1cc(-c2cn(C3CCc4ccccc4N(CC(F)(F)F)C3=O)nn2)ccc1I, [Na+], [Na+], O=C([O-])[O-], C1COCCO1, O, OB(O)c1ccncc1. Yields the product COc1cc(-c2cn(C3CCc4ccccc4N(CC(F)(F)F)C3=O)nn2)ccc1-c1ccncc1. RXN SMILES: [I:1][c:2]1[c:3]([O:30][CH3:31])[cH:4][c:5](-[c:8]2[n:9][n:10][n:11]([CH:13]3[C:14](=[O:29])[N:15]([CH2:24][C:25]([F:26])([F:27])[F:28])[c:16]4[c:17]([cH:20][cH:21][cH:22][cH:23]4)[CH2:18][CH2:19]3)[cH:12]2)[cH:6][cH:7]1.[Na+:41].[Na+:42].[O-:43][C:44](=[O:45])[O-:46].[O:48]1[CH2:49][CH2:50][O:51][CH2:52][CH2:53]1.[OH2:47].[n:32]1[cH:33][cH:34][c:35]([B:38]([OH:39])[OH:40])[cH:36][cH:37]1>>[c:2]1(-[c:35]2[cH:34][cH:33][n:32][cH:37][cH:36]2)[c:3]([O:30][CH3:31])[cH:4][c:5](-[c:8]2[n:9][n:10][n:11]([CH:13]3[C:14](=[O:29])[N:15]([CH2:24][C:25]([F:26])([F:27])[F:28])[c:16]4[c:17]([cH:20][cH:21][cH:22][cH:23]4)[CH2:18][CH2:19]3)[cH:12]2)[cH:6][cH:7]1.